This data is from the Open Reaction Database (ORD), a public repository of structured organic reaction records. The task is: describe an organic reaction: reactants, conditions, products, and yield Starting materials: ClCC=1CS[C@H]2N(C1C(=O)OC(C1=CC=CC=C1)C1=CC=CC=C1)C(C2NC(\C(\C=2N=C(SC2)NC(C2=CC=CC=C2)(C2=CC=CC=C2)C2=CC=CC=C2)=N/OCC#C)=O)=O (diphenylmethyl 3-chloromethyl-7-[(Z)-2-propargyloxyimino-2-(2-tritylaminothiazol-4-yl)acetamido]-3-cephem-4-carboxylate), [Na+].[I-] (NaI). Run in CC(=O)C (acetone). Conditions: time 1 hour. The product is C(C#C)O\N=C(/C(=O)NC1[C@@H]2N(C(=C(CS2)CI)C(=O)OC(C2=CC=CC=C2)C2=CC=CC=C2)C1=O)\C=1N=C(SC1)NC(C1=CC=CC=C1)(C1=CC=CC=C1)C1=CC=CC=C1 (Diphenylmethyl 7-[(Z)-2-propargyloxyimino-2-(2-tritylaminothiazol-4-yl)acetamido]-3-iodomethyl-3-cephem-4-carboxylate). The yield is 100.1%. Reaction SMILES: Cl[CH2:2][C:3]1[CH2:4][S:5][C@@H:6]2[CH:26]([NH:27][C:28](=[O:60])/[C:29](=[N:55]\[O:56][CH2:57][C:58]#[CH:59])/[C:30]3[N:31]=[C:32]([NH:35][C:36]([C:49]4[CH:54]=[CH:53][CH:52]=[CH:51][CH:50]=4)([C:43]4[CH:48]=[CH:47][CH:46]=[CH:45][CH:44]=4)[C:37]4[CH:42]=[CH:41][CH:40]=[CH:39][CH:38]=4)[S:33][CH:34]=3)[C:25](=[O:61])[N:7]2[C:8]=1[C:9]([O:11][CH:12]([C:19]1[CH:24]=[CH:23][CH:22]=[CH:21][CH:20]=1)[C:13]1[CH:18]=[CH:17][CH:16]=[CH:15][CH:14]=1)=[O:10].[Na+].[I-:63]>CC(C)=O>[CH2:57]([O:56]/[N:55]=[C:29](/[C:30]1[N:31]=[C:32]([NH:35][C:36]([C:37]2[CH:38]=[CH:39][CH:40]=[CH:41][CH:42]=2)([C:49]2[CH:54]=[CH:53][CH:52]=[CH:51][CH:50]=2)[C:43]2[CH:48]=[CH:47][CH:46]=[CH:45][CH:44]=2)[S:33][CH:34]=1)\[C:28]([NH:27][CH:26]1[C:25](=[O:61])[N:7]2[C:8]([C:9]([O:11][CH:12]([C:19]3[CH:20]=[CH:21][CH:22]=[CH:23][CH:24]=3)[C:13]3[CH:14]=[CH:15][CH:16]=[CH:17][CH:18]=3)=[O:10])=[C:3]([CH2:2][I:63])[CH2:4][S:5][C@H:6]12)=[O:60])[C:58]#[CH:59] |f:1.2|. Reported procedure: A mixture of diphenylmethyl 3-chloromethyl-7-[(Z)-2-propargyloxyimino-2-(2-tritylaminothiazol-4-yl)acetamido]-3-cephem-4-carboxylate (VI-f) (2.0 g, 2.3 mmoles) and NaI (1.04 g, 6.9 mmoles) in acetone (40 ml) was stirred for 1 hour. The mixture was filtered and the filtrate was poured into water and extracted with ethyl acetate. The organic layer was washed with 5% aqueous Na2S2O3, water and a saturated aqueous NaCl, successively. It was then dried over MgSO4 and evaporated to give 2.2 g (98%) of... Starting materials: C(C)OC(=O)[C@@H]1CC[C@H](CC1)C=1C(=NC=CC1)N (trans-4-(2-amino-pyridin-3-yl)-cyclohexanecarboxylic acid ethyl ester), N1=CC=CC=C1 (pyridine), N(=O)[O-].[Na+] (sodium nitrite), F (hydrogen fluoride). Run at time 2 hour. Product: C(C)OC(=O)[C@@H]1CC[C@H](CC1)C=1C(=NC=CC1)F (trans-4-(2-Fluoro-pyridin-3-yl)-cyclohexanecarboxylic acid ethyl ester). The yield is 44.0%. Reaction SMILES: [CH2:1]([O:3][C:4]([C@H:6]1[CH2:11][CH2:10][C@H:9]([C:12]2[C:13](N)=[N:14][CH:15]=[CH:16][CH:17]=2)[CH2:8][CH2:7]1)=[O:5])[CH3:2].N1C=CC=CC=1.N([O-])=O.[Na+].[FH:29]>>[CH2:1]([O:3][C:4]([C@H:6]1[CH2:11][CH2:10][C@H:9]([C:12]2[C:13]([F:29])=[N:14][CH:15]=[CH:16][CH:17]=2)[CH2:8][CH2:7]1)=[O:5])[CH3:2] |f:2.3|. Procedure details: To a solution of trans-4-(2-amino-pyridin-3-yl)-cyclohexanecarboxylic acid ethyl ester (0.25 g, 1.0 mmol) in 70% hydrogen fluoride in pyridine (2.4 ml, 92 mmol) was added solid sodium nitrite (0.076 g, 1.1 mmol) at 0-5° C. The cooling bath was removed after 30 minutes and the reaction mixture was stirred for 2 h at room temperature. The reaction mixture was partitioned between an ice-water mixture (50 ml) and tert-butyl methyl ether (50 ml). The organic layer was collected. The aqueous layer was... Reactants: Brc1cncc2ccccc12, C1CCCCC1, C[Si](C)(C)OO[Si](C)(C)C, ClCCl, O=[Re](=O)(=O)O. Yields the product [O-][n+]1cc(Br)c2ccccc2c1. As a reaction SMILES: [Br:1][c:2]1[cH:3][n:4][cH:5][c:6]2[cH:7][cH:8][cH:9][cH:10][c:11]12.[CH2:25]1[CH2:26][CH2:27][CH2:28][CH2:29][CH2:30]1.[CH3:12][Si:13]([O:16][O:14][Si:15]([CH3:17])([CH3:18])[CH3:19])([CH3:20])[CH3:21].[Cl:22][CH2:23][Cl:24].[Re:31]([OH:32])(=[O:33])(=[O:34])=[O:35]>>[Br:1][c:2]1[cH:3][n+:4]([O-:16])[cH:5][c:6]2[cH:7][cH:8][cH:9][cH:10][c:11]12. The reactants are CC(C)(N)c1nccs1, O=C(O)c1ccc(N2CC(F)(F)C2)c(OCC2CC2)n1. The product is CC(C)(NC(=O)c1ccc(N2CC(F)(F)C2)c(OCC2CC2)n1)c1nccs1. As a reaction SMILES: [CH3:21][C:22]([NH2:23])([c:24]1[s:25][cH:26][cH:27][n:28]1)[CH3:29].[CH:1]1([CH2:4][O:5][c:6]2[c:7]([N:15]3[CH2:16][C:17]([F:19])([F:20])[CH2:18]3)[cH:8][cH:9][c:10]([C:12](=[O:13])[OH:14])[n:11]2)[CH2:2][CH2:3]1>>[CH:1]1([CH2:4][O:5][c:6]2[c:7]([N:15]3[CH2:16][C:17]([F:19])([F:20])[CH2:18]3)[cH:8][cH:9][c:10]([C:12](=[O:14])[NH:23][C:22]([CH3:21])([c:24]3[s:25][cH:26][cH:27][n:28]3)[CH3:29])[n:11]2)[CH2:2][CH2:3]1.